Dataset: the Open Reaction Database (ORD), a public repository of structured organic reaction records. Task: describe an organic reaction: reactants, conditions, products, and yield Reactants: COc1cccc(N)c1, CC(=O)[O-], CC(C)=O, [Cl-], Cl, O=N[O-], [Na+], [Na+], O=C1C=CC(=O)N1, O, O, O. Yields the product COc1cccc(C2=CC(=O)NC2=O)c1. RXN SMILES: [CH3:1][O:2][c:3]1[cH:4][c:5]([NH2:9])[cH:6][cH:7][cH:8]1.[CH3:22][C:23](=[O:24])[O-:25].[CH3:31][C:32](=[O:33])[CH3:34].[Cl-:28].[ClH:29].[N:10]([O-:11])=[O:12].[Na+:13].[Na+:21].[O:14]=[C:15]1[NH:16][C:17](=[O:18])[CH:19]=[CH:20]1.[OH2:26].[OH2:27].[OH2:30]>>[CH3:1][O:2][c:3]1[cH:4][c:5]([C:20]2=[CH:19][C:17](=[O:18])[NH:16][C:15]2=[O:14])[cH:6][cH:7][cH:8]1.